This data is from the Open Reaction Database (ORD), a public repository of structured organic reaction records. The task is: describe an organic reaction: reactants, conditions, products, and yield Reactants: OC1=CC=C(C=C1)C=1CCC(NC1C)=O (3,4-dihydro-5-(4-hydroxyphenyl)-6-methyl-2(1H)-pyridinone), ClCC(C)=O (chloroacetone), C([O-])([O-])=O.[K+].[K+] (potassium carbonate), [I-].[K+] (potassium iodide). Run in CC(=O)C (acetone). Yields the product C(C(=O)C)OC1=CC=C(C=C1)C=1CCC(NC1C)=O (3,4-dihydro-5-(4-acetonyloxyphenyl)-6-methyl-2(1H)-pyridinone). As a reaction SMILES: [OH:1][C:2]1[CH:7]=[CH:6][C:5]([C:8]2[CH2:9][CH2:10][C:11](=[O:15])[NH:12][C:13]=2[CH3:14])=[CH:4][CH:3]=1.Cl[CH2:17][C:18](=[O:20])[CH3:19].C(=O)([O-])[O-].[K+].[K+].[I-].[K+]>CC(C)=O>[CH2:17]([O:1][C:2]1[CH:3]=[CH:4][C:5]([C:8]2[CH2:9][CH2:10][C:11](=[O:15])[NH:12][C:13]=2[CH3:14])=[CH:6][CH:7]=1)[C:18]([CH3:19])=[O:20] |f:2.3.4,5.6|. Procedure: A mixture of 3,4-dihydro-5-(4-hydroxyphenyl)-6-methyl-2(1H)-pyridinone (0.94 g), chloroacetone (0.43 g) and potassium carbonate (0.64 g), with a catalytic amount of potassium iodide, was stirred and heated under reflux in acetone (80 ml) for 16 hr. The solvent was evaporated and the residue partitioned between water and ethyl acetate. The organic layer was dried (MgSO4) and evaporated to give 3,4-dihydro-5-(4-acetonyloxyphenyl)-6-methyl-2(1H)-pyridinone as a solid.